The task is: describe an organic reaction: reactants, conditions, products, and yield. This data is from the Open Reaction Database (ORD), a public repository of structured organic reaction records. Reactants: O=C([O-])[O-], COc1ccc(-c2c(-c3ccccc3)oc3ncnc(Oc4cccc(N)c4)c23)cc1, COC(=O)CBr, CC(C)=O, [Cs+], [Cs+]. The product is COC(=O)CNc1cccc(Oc2ncnc3oc(-c4ccccc4)c(-c4ccc(OC)cc4)c23)c1. Reaction SMILES: [C:38](=[O:39])([O-:40])[O-:41].[CH3:1][O:2][c:3]1[cH:4][cH:5][c:6](-[c:9]2[c:10](-[c:26]3[cH:27][cH:28][cH:29][cH:30][cH:31]3)[o:11][c:12]3[n:13][cH:14][n:15][c:16]([O:18][c:19]4[cH:20][c:21]([NH2:22])[cH:23][cH:24][cH:25]4)[c:17]23)[cH:7][cH:8]1.[CH3:32][O:33][C:34]([CH2:35][Br:36])=[O:37].[CH3:44][C:45](=[O:46])[CH3:47].[Cs+:42].[Cs+:43]>>[CH3:1][O:2][c:3]1[cH:4][cH:5][c:6](-[c:9]2[c:10](-[c:26]3[cH:27][cH:28][cH:29][cH:30][cH:31]3)[o:11][c:12]3[n:13][cH:14][n:15][c:16]([O:18][c:19]4[cH:20][c:21]([NH:22][CH2:35][C:34]([O:33][CH3:32])=[O:37])[cH:23][cH:24][cH:25]4)[c:17]23)[cH:7][cH:8]1. Starting materials: O (Water), FC1=CC=C2C=CC(=NC2=C1C=O)OC (7-fluoro-2-methoxy-quinoline-8-carbaldehyde), C(C)(C)(C)OC(N[C@H]1CO[C@@H](CC1)CS(=O)(=O)C1=NN=NN1C1=CC=CC=C1)=O ((3R,6S)-[6-(1-phenyl-1H-tetrazole-5-sulfonylmethyl)-tetrahydro-pyran-3-yl]-carbamic acid tert-butyl ester), [Li+].C[Si](C)(C)[N-][Si](C)(C)C (LiHMDS). Solvent: CC(OCC)=O (EA), COCCOC (DME). Run at temperature -60 celsius, time 1 hour. Product: C(C)(C)(C)OC(N[C@H]1CO[C@@H](CC1)\C=C\C=1C(=CC=C2C=CC(=NC12)OC)F)=O ((E)-{(3R,6S)-6-[2-(7-fluoro-2-methoxy-quinolin-8-yl)-vinyl]-tetrahydro-pyran-3-yl}-carbamic acid tert-butyl ester). Reaction SMILES: [F:1][C:2]1[C:11]([CH:12]=O)=[C:10]2[C:5]([CH:6]=[CH:7][C:8]([O:14][CH3:15])=[N:9]2)=[CH:4][CH:3]=1.[C:16]([O:20][C:21](=[O:44])[NH:22][C@@H:23]1[CH2:28][CH2:27][C@@H:26]([CH2:29]S(C2N(C3C=CC=CC=3)N=NN=2)(=O)=O)[O:25][CH2:24]1)([CH3:19])([CH3:18])[CH3:17].[Li+].C[Si]([N-][Si](C)(C)C)(C)C.O>COCCOC.CC(=O)OCC>[C:16]([O:20][C:21](=[O:44])[NH:22][C@@H:23]1[CH2:28][CH2:27][C@@H:26](/[CH:29]=[CH:12]/[C:11]2[C:2]([F:1])=[CH:3][CH:4]=[C:5]3[C:10]=2[N:9]=[C:8]([O:14][CH3:15])[CH:7]=[CH:6]3)[O:25][CH2:24]1)([CH3:19])([CH3:17])[CH3:18] |f:2.3|. Reported procedure: A mixture of 7-fluoro-2-methoxy-quinoline-8-carbaldehyde (5 g, 24.36 mmol; prepared according to WO 2008/126024) and (3R,6S)-[6-(1-phenyl-1H-tetrazole-5-sulfonylmethyl)-tetrahydro-pyran-3-yl]-carbamic acid tert-butyl ester (10.32 g, 24.36 mmol, prepared according to WO 2006/032466) in DME (104 mL) was cooled to −60° C. A solution of LiHMDS (1M in THF, 42 mL) was added drop wise over 30 min. The reaction was stirred 1 hour at this temperature before warming slowly to rt. Water (80 mL) and EA (80 ...